Task: describe an organic reaction: reactants, conditions, products, and yield. Dataset: the Open Reaction Database (ORD), a public repository of structured organic reaction records Starting materials: C(C)(=O)O[BH-](OC(C)=O)OC(C)=O.[Na+] (sodium triacetoxy borohydride), C(C)(=O)OC1CCNC2=NC(=C(N=C21)C2=CC=C(C=C2)C)C2=CC=C(C=C2)C (rac-2,3-di-p-tolyl-5,6,7,8-tetrahydropyrido[2,3-b]pyrazin-8-yl acetate), O=CCCCCCC(=O)OCC (ethyl 7-oxoheptanoate). The solvent is ClCCCl (DCE), O (water). Conditions: time 8 hour. The product is COC1CCN(C2=NC(=C(N=C21)C2=CC=C(C=C2)C)C2=CC=C(C=C2)C)CCCCCCC(=O)OC (rac-Methyl 7-(8-methoxy-2,3-di-p-tolyl-7,8-dihydropyrido[2,3-b]pyrazin-5(6H)-yl)heptanoate), C(C)(=O)OC1CCN(C2=NC(=C(N=C21)C2=CC=C(C=C2)C)C2=CC=C(C=C2)C)CCCCCCC(=O)OCC (rac-ethyl 7-(8-acetoxy-2,3-di-p-tolyl-7,8-dihydropyrido[2,3-b]pyrazin-5(6H)-yl)heptanoate). Reaction SMILES: [C:1]([O:4][CH:5]1[C:14]2[C:9](=[N:10][C:11]([C:22]3[CH:27]=[CH:26][C:25]([CH3:28])=[CH:24][CH:23]=3)=[C:12]([C:15]3[CH:20]=[CH:19][C:18]([CH3:21])=[CH:17][CH:16]=3)[N:13]=2)[NH:8][CH2:7][CH2:6]1)(=[O:3])[CH3:2].O=[CH:30][CH2:31][CH2:32][CH2:33][CH2:34][CH2:35][C:36]([O:38][CH2:39][CH3:40])=[O:37].C(O[BH-](OC(=O)C)OC(=O)C)(=O)C.[Na+]>ClCCCl.O>[CH3:1][O:4][CH:5]1[C:14]2[C:9](=[N:10][C:11]([C:22]3[CH:23]=[CH:24][C:25]([CH3:28])=[CH:26][CH:27]=3)=[C:12]([C:15]3[CH:20]=[CH:19][C:18]([CH3:21])=[CH:17][CH:16]=3)[N:13]=2)[N:8]([CH2:30][CH2:31][CH2:32][CH2:33][CH2:34][CH2:35][C:36]([O:38][CH3:39])=[O:37])[CH2:7][CH2:6]1.[C:1]([O:4][CH:5]1[C:14]2[C:9](=[N:10][C:11]([C:22]3[CH:23]=[CH:24][C:25]([CH3:28])=[CH:26][CH:27]=3)=[C:12]([C:15]3[CH:20]=[CH:19][C:18]([CH3:21])=[CH:17][CH:16]=3)[N:13]=2)[N:8]([CH2:30][CH2:31][CH2:32][CH2:33][CH2:34][CH2:35][C:36]([O:38][CH2:39][CH3:40])=[O:37])[CH2:7][CH2:6]1)(=[O:3])[CH3:2] |f:2.3|. Procedure: To a solution of rac-2,3-di-p-tolyl-5,6,7,8-tetrahydropyrido[2,3-b]pyrazin-8-yl acetate ((prepared according to the preparation procedures disclosed in PCT patent application PCT/EP2011/062028, Intermediate HF) (209 mg, 0.560 mmol) in DCE (dry) (10 ml) was added ethyl 7-oxoheptanoate (289 mg, 1.679 mmol) followed by sodium triacetoxy borohydride (356 mg, 1.679 mmol). The mixture was left to stir overnight at room temperature under an atmosphere of nitrogen. The resulting mixture was diluted with... Starting materials: CN1N=NN=C1C1N(CCC(C1)C1=CC(NO1)=O)C(=O)OCC1=CC=CC=C1 (Benzyl 2-(1-methyl-1H-tetrazol-5-yl)-4-(3-oxo-2,3-dihydroisoxazol-5-yl)piperidine-1-carboxylate), CCCCCCC.CCO (Heptane EtOH). Solvent: C(C)#N (acetonitrile). Yields the product CN1N=NN=C1[C@@H]1N(CC[C@@H](C1)C1=CC(NO1)=O)C(=O)OCC1=CC=CC=C1 ((2R,4S)-benzyl 2-(1-methyl-1H-tetrazol-5-yl)-4-(3-oxo-2,3-dihydroisoxazol-5-yl)piperidine-1-carboxylate). Isolated yield 47.3%. As a reaction SMILES: [CH3:1][N:2]1[C:6]([CH:7]2[CH2:12][CH:11]([C:13]3[O:17][NH:16][C:15](=[O:18])[CH:14]=3)[CH2:10][CH2:9][N:8]2[C:19]([O:21][CH2:22][C:23]2[CH:28]=[CH:27][CH:26]=[CH:25][CH:24]=2)=[O:20])=[N:5][N:4]=[N:3]1.CCCCCCC.CCO>C(#N)C>[CH3:1][N:2]1[C:6]([C@H:7]2[CH2:12][C@@H:11]([C:13]3[O:17][NH:16][C:15](=[O:18])[CH:14]=3)[CH2:10][CH2:9][N:8]2[C:19]([O:21][CH2:22][C:23]2[CH:24]=[CH:25][CH:26]=[CH:27][CH:28]=2)=[O:20])=[N:5][N:4]=[N:3]1 |f:1.2|. Procedure: Benzyl 2-(1-methyl-1H-tetrazol-5-yl)-4-(3-oxo-2,3-dihydroisoxazol-5-yl)piperidine-1-carboxylate (488 mg, 1.27 mmol) was subjected to chiral preparative HPLC (Column: Chiralpak AS (250×20), 5 μm particle size, mobile phase: Heptane/EtOH/DEA 60/40/0.1, flow rate 18 mL/min) to yield (2R,4S)-benzyl 2-(1-methyl-1H-tetrazol-5-yl)-4-(3-oxo-2,3-dihydroisoxazol-5-yl)piperidine-1-carboxylate (231 mg, 47%), chiral purity 98% ee, Optical rotation [α]D20=+14.5 (acetonitrile, c=1)